This data is from the Open Reaction Database (ORD), a public repository of structured organic reaction records. The task is: describe an organic reaction: reactants, conditions, products, and yield Reactants: [OH-].[K+] (potassium hydroxide), Cl (hydrochloric acid), COC=1C=CC2=C(N(C(=N2)COC2=CC=C(C=C2)CC(C(=S)OCC)C)C)C1 (ethyl 3-[4-(6-methoxy-1-methyl-1H-benzimidazol-2-ylmethoxy)phenyl]-2-methylthiopropionate), O.[OH-].[K+] (potassium hydroxide monohydrate), [OH-].[K+] (potassium hydroxide). The solvent is CN(C=O)C (dimethylformamide), O (water), O (water), CN(C=O)C (dimethylformamide), O1CCCC1 (tetrahydrofuran), CN(C=O)C (dimethylformamide). Reaction conditions: time 2 hour. Product: Cl.COC=1C=CC2=C(N(C(=N2)COC2=CC=C(C=C2)CC(C(=S)O)C)C)C1 (3-[4-(6-Methoxy-1-methyl-1H-benzimidazol-2-ylmethoxy)phenyl]-2-methylthiopropionic acid hydrochloride). Reaction SMILES: [CH3:1][O:2][C:3]1[CH:4]=[CH:5][C:6]2[N:10]=[C:9]([CH2:11][O:12][C:13]3[CH:18]=[CH:17][C:16]([CH2:19][CH:20]([CH3:26])[C:21]([O:23]CC)=[S:22])=[CH:15][CH:14]=3)[N:8]([CH3:27])[C:7]=2[CH:28]=1.O.[OH-].[K+].[OH-].[K+].[ClH:34]>O1CCCC1.CN(C)C=O.O>[ClH:34].[CH3:1][O:2][C:3]1[CH:4]=[CH:5][C:6]2[N:10]=[C:9]([CH2:11][O:12][C:13]3[CH:18]=[CH:17][C:16]([CH2:19][CH:20]([CH3:26])[C:21]([OH:23])=[S:22])=[CH:15][CH:14]=3)[N:8]([CH3:27])[C:7]=2[CH:28]=1 |f:1.2.3,4.5,10.11|. Procedure: To a solution of ethyl 3-[4-(6-methoxy-1-methyl-1H-benzimidazol-2-ylmethoxy)phenyl]-2-methylthiopropionate (2.0 g) in tetrahydrofuran (25 ml) were added successively potassium hydroxide monohydrate (0.42g), and dimethylformamide (5 ml). The mixture was stirred at room temperature for 2 hours. After addition of potassium hydroxide (0.42 g) and water (5 ml) the mixture was stirred at room temperature for 20 minutes. And then after addition of dimethylformamide (5 ml) the mixture was further stirre... Reactants: cuprous iodide, C1(=CC=CC=C1)C#C (phenylacetylene), C(C)NCC (diethylamine), BrC=1C=C(\C=C/C(=O)OC)C=CC1 (methyl (Z)-3-bromocinnamate). Reagents/catalysts: Cl[Pd]([P](C1=CC=CC=C1)(C2=CC=CC=C2)C3=CC=CC=C3)([P](C4=CC=CC=C4)(C5=CC=CC=C5)C6=CC=CC=C6)Cl (bis(triphenylphosphine)dichloropalladium). Conditions: time 1 hour. The product is C1(=CC=CC=C1)\C(=C/C(=O)OC)\C#CC1=CC=CC=C1 (Methyl (E)-3,5-diphenylpent-2-en-4-ynoate). As a reaction SMILES: [C:1]1([C:7]#[CH:8])[CH:6]=[CH:5][CH:4]=[CH:3][CH:2]=1.C(NCC)C.Br[C:15]1[CH:16]=[C:17]([CH:24]=[CH:25][CH:26]=1)/[CH:18]=[CH:19]\[C:20]([O:22][CH3:23])=[O:21]>Cl[Pd](Cl)([P](C1C=CC=CC=1)(C1C=CC=CC=1)C1C=CC=CC=1)[P](C1C=CC=CC=1)(C1C=CC=CC=1)C1C=CC=CC=1>[C:17]1(/[C:18](/[C:8]#[C:7][C:1]2[CH:6]=[CH:5][CH:4]=[CH:3][CH:2]=2)=[CH:19]\[C:20]([O:22][CH3:23])=[O:21])[CH:24]=[CH:25][CH:26]=[CH:15][CH:16]=1 |^1:29,48|. Procedure: 0.158 g of cuprous iodide and 0.424 g of phenylacetylene were added to 25 ml of a diethylamine solution containing 1.000 g of methyl (Z)-3-bromocinnamate and 0.029 g of bis(triphenylphosphine)dichloropalladium. The mixture was then stirred for 1 hour at room temperature, after which the solvent was distilled off under reduced pressure. Water was added to the residue, and the resulting mixture was extracted twice with benzene. The combined benzene extracts were washed with water, dried over anhyd...